This data is from the Open Reaction Database (ORD), a public repository of structured organic reaction records. The task is: describe an organic reaction: reactants, conditions, products, and yield Starting materials: BrC1=C(N=C2N1C1=C(NC3=C2C=CC=C3)N=CC=C1)CC(=O)OC (methyl 2-(3-bromo-9H-benzo[f]imidazo[1,2-d]pyrido[2,3-b][1,4]diazepin-2-yl)acetate), CC1(OB(OC1(C)C)C1=CC=C(C=C1)C1(CCC1)NC(OC(C)(C)C)=O)C (tert-butyl (1-(4-(4,4,5,5-tetramethyl-1,3,2-dioxaborolan-2-yl)phenyl)cyclobutyl)carbamate), C(C)O (ethanol), C([O-])(O)=O.[Na+] (sodium bicarbonate). The solvent is C1(=CC=CC=C1)C (toluene). Conditions: temperature 100 celsius, time 8 hour. Yields the product C(C)(C)(C)OC(=O)NC1(CCC1)C1=CC=C(C=C1)C1=C(N=C2N1C1=C(NC3=C2C=CC=C3)N=CC=C1)CC(=O)O (2-(3-(4-(1-((tert-butoxycarbonyl)amino)cyclobutyl)phenyl)-9H-benzo[f]imidazo[1,2-d]pyrido[2,3-b][1,4]diazepin-2-yl)acetic acid). Yield: 19.1%. RXN SMILES: Br[C:2]1[N:6]2[C:7]3[CH:19]=[CH:18][CH:17]=[N:16][C:8]=3[NH:9][C:10]3[CH:15]=[CH:14][CH:13]=[CH:12][C:11]=3[C:5]2=[N:4][C:3]=1[CH2:20][C:21]([O:23]C)=[O:22].C(O)C.C(=O)(O)[O-].[Na+].CC1(C)C(C)(C)OB([C:41]2[CH:46]=[CH:45][C:44]([C:47]3([NH:51][C:52](=[O:58])[O:53][C:54]([CH3:57])([CH3:56])[CH3:55])[CH2:50][CH2:49][CH2:48]3)=[CH:43][CH:42]=2)O1>C1(C)C=CC=CC=1>[C:54]([O:53][C:52]([NH:51][C:47]1([C:44]2[CH:45]=[CH:46][C:41]([C:2]3[N:6]4[C:7]5[CH:19]=[CH:18][CH:17]=[N:16][C:8]=5[NH:9][C:10]5[CH:15]=[CH:14][CH:13]=[CH:12][C:11]=5[C:5]4=[N:4][C:3]=3[CH2:20][C:21]([OH:23])=[O:22])=[CH:42][CH:43]=2)[CH2:50][CH2:49][CH2:48]1)=[O:58])([CH3:57])([CH3:55])[CH3:56] |f:2.3|. Procedure: To a suspension of methyl 2-(3-bromo-9H-benzo[f]imidazo[1,2-d]pyrido[2,3-b][1,4]diazepin-2-yl)acetate (0.15 g, 1 eq.) in a mixture of toluene (8 mL), ethanol (8 mL), and saturated sodium bicarbonate (2 mL) was added tert-butyl (1-(4-(4,4,5,5-tetramethyl-1,3,2-dioxaborolan-2-yl)phenyl)cyclobutyl)carbamate (0.219 g, 1.5 eq.). The reaction was degassed (nitrogen) for 5 minutes and tetrakis(triphenylphosphine)palladium(0) added (0.045 g). The reaction was again degassed for 5 minutes and stirred at ...